This data is from the Open Reaction Database (ORD), a public repository of structured organic reaction records. The task is: describe an organic reaction: reactants, conditions, products, and yield Starting materials: BrCC(=O)C1=CC=C(C=O)C=C1 (4-(bromoacetyl)benzaldehyde), N1=C(N=CC=C1)N (pyrimidin-2-amine). The solvent is CC(=O)C (acetone). Run at time 8 hour. Product: N=1C(=CN2C1N=CC=C2)C2=CC=C(C=O)C=C2 (4-imidazo[1,2-a]pyrimidin-2-ylbenzaldehyde). As a reaction SMILES: Br[CH2:2][C:3]([C:5]1[CH:12]=[CH:11][C:8]([CH:9]=[O:10])=[CH:7][CH:6]=1)=O.[N:13]1[CH:18]=[CH:17][CH:16]=[N:15][C:14]=1[NH2:19]>CC(C)=O>[N:19]1[C:3]([C:5]2[CH:12]=[CH:11][C:8]([CH:9]=[O:10])=[CH:7][CH:6]=2)=[CH:2][N:13]2[CH:18]=[CH:17][CH:16]=[N:15][C:14]=12. Procedure: 4-(bromoacetyl)benzaldehyde is dissolved in acetone. To it is added pyrimidin-2-amine (1 eq). The reaction mixture is stirred overnight. The precipitated solid is filtered off and dried to obtain the desired compound as a white solid. RXN SMILES: [Al+3:27].[CH3:1][O:2][c:3]1[c:4]([CH2:11][C:12](=[O:13])[c:14]2[c:15]([O:24][CH3:25])[cH:16][c:17]([O:22][CH3:23])[cH:18][c:19]2[O:20][CH3:21])[cH:5][cH:6][c:7]([O:9][CH3:10])[cH:8]1.[CH3:31][OH:32].[Cl-:26].[Cl-:28].[Cl-:29].[Cl:33][CH:34]([Cl:35])[CH3:36].[ClH:30]>>[CH3:1][O:2][c:3]1[c:4]([CH2:11][C:12](=[O:13])[c:14]2[c:15]([OH:24])[cH:16][c:17]([O:22][CH3:23])[cH:18][c:19]2[O:20][CH3:21])[cH:5][cH:6][c:7]([O:9][CH3:10])[cH:8]1. Reactants: [Al+3], COc1ccc(CC(=O)c2c(OC)cc(OC)cc2OC)c(OC)c1, CO, [Cl-], [Cl-], [Cl-], CC(Cl)Cl, Cl. Yields the product COc1ccc(CC(=O)c2c(O)cc(OC)cc2OC)c(OC)c1. Starting materials: S=C(c1ccc(Cl)c(Cl)c1)N1CCCC(c2ccccc2)=N1, O=C(c1ccc(Cl)c(Cl)c1)N1CCCC(c2ccsc2)=N1, S=C(c1ccc(Cl)c(Cl)c1)N1CCCC(c2cccs2)=N1, S=C(c1ccc(Cl)c(Cl)c1)N1CCCC(c2ccsc2)=N1, Fc1ccc(C(=S)N2CCCC(c3ccccc3)=N2)cc1F. Product: O=C(c1ccc(Cl)c(Cl)c1)N1CCCC(c2ccccc2)=N1. As a reaction SMILES: [Cl:1][c:2]1[cH:3][c:4]([C:5](=[S:6])[N:7]2[N:8]=[C:9]([c:13]3[cH:14][cH:15][cH:16][cH:17][cH:18]3)[CH2:10][CH2:11][CH2:12]2)[cH:19][cH:20][c:21]1[Cl:22].[Cl:45][c:46]1[cH:47][c:48]([C:54](=[O:50])[N:55]2[CH2:56][CH2:57][CH2:58][C:59]([c:60]3[cH:61][cH:62][s:63][cH:64]3)=[N:65]2)[cH:49][cH:51][c:52]1[Cl:53].[Cl:66][c:67]1[cH:68][c:69]([C:74]([N:75]2[CH2:76][CH2:77][CH2:78][C:79]([c:80]3[s:81][cH:82][cH:83][cH:84]3)=[N:85]2)=[S:86])[cH:70][cH:71][c:72]1[Cl:73].[Cl:87][c:88]1[cH:89][c:90]([C:95]([N:96]2[CH2:97][CH2:98][CH2:99][C:100]([c:101]3[cH:102][cH:103][s:104][cH:105]3)=[N:106]2)=[S:107])[cH:91][cH:92][c:93]1[Cl:94].[F:23][c:24]1[cH:25][c:26]([C:31]([N:32]2[CH2:33][CH2:34][CH2:35][C:36]([c:37]3[cH:38][cH:39][cH:40][cH:41][cH:42]3)=[N:43]2)=[S:44])[cH:27][cH:28][c:29]1[F:30]>>[Cl:1][c:2]1[cH:3][c:4]([C:5]([N:7]2[N:8]=[C:9]([c:13]3[cH:14][cH:15][cH:16][cH:17][cH:18]3)[CH2:10][CH2:11][CH2:12]2)=[O:50])[cH:19][cH:20][c:21]1[Cl:22]. Reactants: NC1=CC=C(C=C1)C(C)=O (1-(4-aminophenyl)ethanone), CCN=C=NCCCN(C)C.Cl (WSC hydrochloride), C(C1=CC=CC=C1)OCC(=O)O ((benzyloxy)acetic acid). The reagents and catalysts are CN(C)C=1C=CN=CC1 (DMAP). Run in CN(C)C=O (DMF). Conditions: time 3 hour. The product is C(C)(=O)C1=CC=C(C=C1)NC(COCC1=CC=CC=C1)=O (N-(4-acetylphenyl)-2-(benzyloxy)acetamide). Yield: 91.5%. RXN SMILES: [CH2:1]([O:8][CH2:9][C:10]([OH:12])=O)[C:2]1[CH:7]=[CH:6][CH:5]=[CH:4][CH:3]=1.[NH2:13][C:14]1[CH:19]=[CH:18][C:17]([C:20](=[O:22])[CH3:21])=[CH:16][CH:15]=1.CCN=C=NCCCN(C)C.Cl>CN(C=O)C.CN(C1C=CN=CC=1)C>[C:20]([C:17]1[CH:18]=[CH:19][C:14]([NH:13][C:10](=[O:12])[CH2:9][O:8][CH2:1][C:2]2[CH:3]=[CH:4][CH:5]=[CH:6][CH:7]=2)=[CH:15][CH:16]=1)(=[O:22])[CH3:21] |f:2.3|. Reported procedure: A solution of 2 g of (benzyloxy)acetic acid in 30 ml of DMF was cooled to 0° C., and 2.44 g of 1-(4-aminophenyl)ethanone, 294 mg of DMAP, and 3.73 g of WSC/hydrochloride were added thereto, followed by stirring at room temperature for 3 hours. Liquid separation was carried out with ethyl acetate-1 M hydrochloric acid. The organic layer was washed with a saturated aqueous sodium hydrogen carbonate solution and a saturated aqueous sodium chloride solution, dried over anhydrous magnesium sulfate, a... Starting materials: C[C@@H]1N(CCCC1)C=1C(=NC2=CC=C(C=C2N1)C(=O)OC)OS(=O)(=O)C(F)(F)F ((S)-methyl 3-(2-methylpiperidin-1-yl)-2-(trifluoromethylsulfonyloxy)quinoxaline-6-carboxylate), FC=1C=CC2=C(C=C(O2)B(O)O)C1 (5-fluorobenzofuran-2-ylboronic acid), [O-]P(=O)([O-])[O-].[K+].[K+].[K+] (K3PO4). The reagents and catalysts are O (water), C=1C=CC(=CC1)[P](C=2C=CC=CC2)(C=3C=CC=CC3)[Pd]([P](C=4C=CC=CC4)(C=5C=CC=CC5)C=6C=CC=CC6)([P](C=7C=CC=CC7)(C=8C=CC=CC8)C=9C=CC=CC9)[P](C=1C=CC=CC1)(C=1C=CC=CC1)C=1C=CC=CC1 (Pd(PPh3)4). The solvent is O1CCOCC1 (dioxane). Run at temperature 90 celsius, time 1 hour. The product is FC=1C=CC2=C(C=C(O2)C2=NC3=CC=C(C=C3N=C2N2[C@H](CCCC2)C)C(=O)OC)C1 ((S)-methyl 2-(5-fluorobenzofuran-2-yl)-3-(2-methylpiperidin-1-yl)quinoxaline-6-carboxylate), 2. Isolated yield 59.0%. As a reaction SMILES: [CH3:1][C@H:2]1[CH2:7][CH2:6][CH2:5][CH2:4][N:3]1[C:8]1[C:9](OS(C(F)(F)F)(=O)=O)=[N:10][C:11]2[C:16]([N:17]=1)=[CH:15][C:14]([C:18]([O:20][CH3:21])=[O:19])=[CH:13][CH:12]=2.[F:30][C:31]1[CH:32]=[CH:33][C:34]2[O:38][C:37](B(O)O)=[CH:36][C:35]=2[CH:42]=1.[O-]P([O-])([O-])=O.[K+].[K+].[K+]>O1CCOCC1.O.C1C=CC([P]([Pd]([P](C2C=CC=CC=2)(C2C=CC=CC=2)C2C=CC=CC=2)([P](C2C=CC=CC=2)(C2C=CC=CC=2)C2C=CC=CC=2)[P](C2C=CC=CC=2)(C2C=CC=CC=2)C2C=CC=CC=2)(C2C=CC=CC=2)C2C=CC=CC=2)=CC=1>[F:30][C:31]1[CH:32]=[CH:33][C:34]2[O:38][C:37]([C:9]3[C:8]([N:3]4[CH2:4][CH2:5][CH2:6][CH2:7][C@@H:2]4[CH3:1])=[N:17][C:16]4[C:11](=[CH:12][CH:13]=[C:14]([C:18]([O:20][CH3:21])=[O:19])[CH:15]=4)[N:10]=3)=[CH:36][C:35]=2[CH:42]=1 |f:2.3.4.5,^1:61,63,82,101|. Procedure: To a solution of (S)-methyl 3-(2-methylpiperidin-1-yl)-2-(trifluoromethylsulfonyloxy)quinoxaline-6-carboxylate (240 mg, crude) in dioxane (5 mL) was added 5-fluorobenzofuran-2-ylboronic acid (337 mg, 1.87 mmol), K3PO4 (397 mg, 1.87 mmol), Pd(PPh3)4 (36 mg, 0.03 mmol) and water (5 drops). The resulting solution was stirred for 1 hour at 90° C. and then concentrated under vacuum to give a residue, which was purified via silica gel column chromatography (2% ethyl acetate in petroleum ether) to affo... RXN SMILES: [C:1]([CH3:2])([CH3:3])([CH3:4])[O:5][C:6]([NH:7][CH:8]1[C:9](=[O:13])[NH:10][CH2:11][CH2:12]1)=[O:14].[CH2:15]([C:16]#[CH:17])[Br:18]>>[C:1]([CH3:2])([CH3:3])([CH3:4])[O:5][C:6]([NH:7][CH:8]1[C:9](=[O:13])[N:10]([CH2:17][C:16]#[CH:15])[CH2:11][CH2:12]1)=[O:14]. Reactants: CC(C)(C)OC(=O)NC1CCNC1=O, C#CCBr. Product: C#CCN1CCC(NC(=O)OC(C)(C)C)C1=O. The reactants are O=C([O-])[O-], CCn1ncc2c(NC3CCC(=O)CC3)c(C3=NOC4(CCCCC4)C3)cnc21, CC#N, Cl, [K+], [K+], NO. Product: CCn1ncc2c(NC3CCC(=NO)CC3)c(C3=NOC4(CCCCC4)C3)cnc21. Reaction SMILES: [C:33](=[O:34])([O-:35])[O-:36].[CH2:1]([CH3:2])[n:3]1[n:4][cH:5][c:6]2[c:7]1[n:8][cH:9][c:10]([C:20]1=[N:21][O:22][C:23]3([CH2:24]1)[CH2:25][CH2:26][CH2:27][CH2:28][CH2:29]3)[c:11]2[NH:12][CH:13]1[CH2:14][CH2:15][C:16](=[O:19])[CH2:17][CH2:18]1.[CH3:39][C:40]#[N:41].[ClH:30].[K+:37].[K+:38].[NH2:31][OH:32]>>[CH2:1]([CH3:2])[n:3]1[n:4][cH:5][c:6]2[c:7]1[n:8][cH:9][c:10]([C:20]1=[N:21][O:22][C:23]3([CH2:24]1)[CH2:25][CH2:26][CH2:27][CH2:28][CH2:29]3)[c:11]2[NH:12][CH:13]1[CH2:14][CH2:15][C:16](=[N:31][OH:32])[CH2:17][CH2:18]1.